Dataset: the Open Reaction Database (ORD), a public repository of structured organic reaction records. Task: describe an organic reaction: reactants, conditions, products, and yield Reactants: CCCCO, CCN(C(C)C)C(C)C, CC(C)Oc1cc(Nc2nc(Cl)ncc2Cl)n[nH]1, CC(N)c1ncc(F)cn1. Yields the product CC(C)Oc1cc(Nc2nc(NC(C)c3ncc(F)cn3)ncc2Cl)n[nH]1. Reaction SMILES: [CH2:38]([OH:39])[CH2:40][CH2:41][CH3:42].[CH:29]([N:30]([CH2:31][CH3:32])[CH:33]([CH3:34])[CH3:35])([CH3:36])[CH3:37].[Cl:11][c:12]1[n:13][cH:14][c:15]([Cl:28])[c:16]([NH:18][c:19]2[n:20][nH:21][c:22]([O:24][CH:25]([CH3:26])[CH3:27])[cH:23]2)[n:17]1.[F:1][c:2]1[cH:3][n:4][c:5]([CH:8]([CH3:9])[NH2:10])[n:6][cH:7]1>>[F:1][c:2]1[cH:3][n:4][c:5]([CH:8]([CH3:9])[NH:10][c:12]2[n:13][cH:14][c:15]([Cl:28])[c:16]([NH:18][c:19]3[n:20][nH:21][c:22]([O:24][CH:25]([CH3:26])[CH3:27])[cH:23]3)[n:17]2)[n:6][cH:7]1.